This data is from the Open Reaction Database (ORD), a public repository of structured organic reaction records. The task is: describe an organic reaction: reactants, conditions, products, and yield The reactants are Nc1cncc(Br)c1, C#CCN(C)C, I[Cu]I. The product is CN(C)CC#Cc1cncc(N)c1. As a reaction SMILES: [Br:1][c:2]1[cH:3][c:4]([NH2:8])[cH:5][n:6][cH:7]1.[CH3:9][N:10]([CH2:11][C:12]#[CH:13])[CH3:14].[Cu:15]([I:16])[I:17]>>[c:2]1([C:13]#[C:12][CH2:11][N:10]([CH3:9])[CH3:14])[cH:3][c:4]([NH2:8])[cH:5][n:6][cH:7]1. Reactants: C(C)(C)(C)OC(N[C@H](C(=O)N1CC2=CC=CC=C2C1)CC1=CC=CC=C1)=O ([(1S)-Benzyl-2-(1,3-dihydro-isoindol-2-yl)-2-oxo-ethyl]-carbamic acid tert-butyl ester), Cl.O1CCOCC1 (HCl dioxane). Run at temperature 25 celsius, time 2 hour. The product is Cl.N[C@H](C(=O)N1CC2=CC=CC=C2C1)CC1=CC=CC=C1 ((2S)-Amino-1-(1,3-dihydro-isoindol-2-yl)-3-phenyl-propane-1-one hydrochloride). As a reaction SMILES: C(OC(=O)[NH:7][C@@H:8]([CH2:20][C:21]1[CH:26]=[CH:25][CH:24]=[CH:23][CH:22]=1)[C:9]([N:11]1[CH2:19][C:18]2[C:13](=[CH:14][CH:15]=[CH:16][CH:17]=2)[CH2:12]1)=[O:10])(C)(C)C.[ClH:28].O1CCOCC1>>[ClH:28].[NH2:7][C@@H:8]([CH2:20][C:21]1[CH:26]=[CH:25][CH:24]=[CH:23][CH:22]=1)[C:9]([N:11]1[CH2:19][C:18]2[C:13](=[CH:14][CH:15]=[CH:16][CH:17]=2)[CH2:12]1)=[O:10] |f:1.2,3.4|. Procedure details: [(1S)-Benzyl-2-(1,3-dihydro-isoindol-2-yl)-2-oxo-ethyl]-carbamic acid tert-butyl ester (88 mg) was dissolved in cold 4N HCl-dioxane (1.5 mL), stirred 2 h at 25° C., and the mixture concentrated. The residue was triturated with ether and dried (65 mg, 91%). TSPMS 267 (MH+, 100%). Reactants: [N+](=O)([O-])C1=CC=C(C=C2C(NC(N2)=O)=O)C=C1 (4-nitro-benzylidene-hydantoin), NC=1SC=C(N1)C1=CC=C(C=C1)N (2-amino-4-(4-amino-phenyl)-thiazole). Reagents/catalysts: [Fe] (iron). Solvent: C(C)(=O)O (acetic acid). Yields the product NC1=CC=C(C=C2C(NC(N2)=O)=O)C=C1 (4-amino-benzylidene-hydantoin). As a reaction SMILES: [N+:1]([C:4]1[CH:17]=[CH:16][C:7]([CH:8]=[C:9]2[NH:13][C:12](=[O:14])[NH:11][C:10]2=[O:15])=[CH:6][CH:5]=1)([O-])=O.NC1SC=C(C2C=CC(N)=CC=2)N=1>C(O)(=O)C.[Fe]>[NH2:1][C:4]1[CH:17]=[CH:16][C:7]([CH:8]=[C:9]2[NH:13][C:12](=[O:14])[NH:11][C:10]2=[O:15])=[CH:6][CH:5]=1. Reported procedure: To 3 g (12.9 mmol) of crude 4-nitro-benzylidene-hydantoin, melting point 300° C. (prepared as described in Example 6 under (a)) in 50 ml 80% acetic acid are added 3 g of iron powder at 100°. After 30 minutes the mixture is filtered over kieselguhr and the filtrate is evaporated down in vacuo. The evaporation residue is divided between EtOac and dilute aqueous ammonia solution; before the separation of the phases the mixture is filtered once more through kieselguhr. The organic phase is washed wi... Reactants: CO, [N-]=[N+]=NC(N)c1ccc(C(F)(F)F)c(F)c1. Product: CC(N)c1ccc(C(F)(F)F)c(F)c1. Reaction SMILES: [CH3:17][OH:18].[N:1](=[N+:2]=[N-:3])[CH:4]([c:5]1[cH:6][c:7]([F:15])[c:8]([C:11]([F:12])([F:13])[F:14])[cH:9][cH:10]1)[NH2:16]>>[CH:4]([c:5]1[cH:6][c:7]([F:15])[c:8]([C:11]([F:12])([F:13])[F:14])[cH:9][cH:10]1)([NH2:16])[CH3:17]. Starting materials: CCO, Cn1ncnc1CN1CCN(C(=O)OCc2ccccc2)CC1=O, C1=CCC=CC1. Yields the product Cn1ncnc1CN1CCNCC1=O. Reaction SMILES: [CH3:31][CH2:32][OH:33].[CH3:7][n:8]1[n:9][cH:10][n:11][c:12]1[CH2:13][N:14]1[C:15](=[O:30])[CH2:16][N:17]([C:20]([O:21][CH2:22][c:23]2[cH:24][cH:25][cH:26][cH:27][cH:28]2)=[O:29])[CH2:18][CH2:19]1.[CH:1]1=[CH:6][CH2:5][CH:4]=[CH:3][CH2:2]1>>[CH3:7][n:8]1[n:9][cH:10][n:11][c:12]1[CH2:13][N:14]1[C:15](=[O:30])[CH2:16][NH:17][CH2:18][CH2:19]1.